From a dataset of the Open Reaction Database (ORD), a public repository of structured organic reaction records. describe an organic reaction: reactants, conditions, products, and yield Starting materials: C(#N)CC(C)N1CCC(CC1)C1=CC=C(C=C1)F ((+/−)-1-(1-cyano-2-propyl)-4-(4-fluorophenyl)piperidine), B.O1CCCC1 (borane tetrahydrofuran), [OH-].[Na+] (sodium hydroxide), Cl (HCl). The solvent is O1CCCC1 (tetrahydrofuran), O1CCCC1 (tetrahydrofuran). Reaction conditions: time 0.5 hour. Product: NCCC(C)N1CCC(CC1)C1=CC=C(C=C1)F ((+/−)-1-(1-amino-3-butyl)-4-(4-fluorophenyl)piperidine). RXN SMILES: [C:1]([CH2:3][CH:4]([N:6]1[CH2:11][CH2:10][CH:9]([C:12]2[CH:17]=[CH:16][C:15]([F:18])=[CH:14][CH:13]=2)[CH2:8][CH2:7]1)[CH3:5])#[N:2].B.O1CCCC1.Cl.[OH-].[Na+]>O1CCCC1>[NH2:2][CH2:1][CH2:3][CH:4]([N:6]1[CH2:7][CH2:8][CH:9]([C:12]2[CH:17]=[CH:16][C:15]([F:18])=[CH:14][CH:13]=2)[CH2:10][CH2:11]1)[CH3:5] |f:1.2,4.5|. Procedure: A solution of (+/−)-1-(1-cyano-2-propyl)-4-(4-fluorophenyl)piperidine (457 mg, 1.85 mmol) in tetrahydrofuran (5 mL) was added dropwise to 1 M borane/tetrahydrofuran (5 mL) under an inert argon atmosphere. The reaction mixture was refluxed for two hours and then cooled to ambient temperature. 6 N HCl (4 mL) was added to the reaction, stirred for 0.5 hour and then the tetrahydrofuran boiled off. The resultant aqueous solution was cooled in an ice bath and made basic by addition solid sodium hydrox... The reactants are BrCC1CCCO1, O=C(CCS)OCc1ccccc1, C[O-], [Na+]. The product is O=C(CCSCC1CCCO1)OCc1ccccc1. Reaction SMILES: [CH2:14]([CH:15]1[CH2:16][CH2:17][CH2:18][O:19]1)[Br:20].[CH2:1]([c:2]1[cH:3][cH:4][cH:5][cH:6][cH:7]1)[O:8][C:9]([CH2:10][CH2:11][SH:12])=[O:13].[CH3:21][O-:22].[Na+:23]>>[CH2:1]([c:2]1[cH:3][cH:4][cH:5][cH:6][cH:7]1)[O:8][C:9]([CH2:10][CH2:11][S:12][CH2:14][CH:15]1[CH2:16][CH2:17][CH2:18][O:19]1)=[O:13]. The reactants are C#Cc1cccc(CCN(Cc2ccc(C(C)(C)C)cc2)C(=O)OC(C)(C)C)c1, CO, [H][H]. The product is CCc1cccc(CCN(Cc2ccc(C(C)(C)C)cc2)C(=O)OC(C)(C)C)c1. As a reaction SMILES: [C:1]([CH3:2])([CH3:3])([CH3:4])[O:5][C:6]([N:7]([CH2:8][CH2:9][c:10]1[cH:11][c:12]([C:16]#[CH:17])[cH:13][cH:14][cH:15]1)[CH2:18][c:19]1[cH:20][cH:21][c:22]([C:25]([CH3:26])([CH3:27])[CH3:28])[cH:23][cH:24]1)=[O:29].[CH3:32][OH:33].[H:30][H:31]>>[C:1]([CH3:2])([CH3:3])([CH3:4])[O:5][C:6]([N:7]([CH2:8][CH2:9][c:10]1[cH:11][c:12]([CH2:16][CH3:17])[cH:13][cH:14][cH:15]1)[CH2:18][c:19]1[cH:20][cH:21][c:22]([C:25]([CH3:26])([CH3:27])[CH3:28])[cH:23][cH:24]1)=[O:29]. Starting materials: C(C1=CC=CC=C1)N1CCC(CC1)NC1=C(C=C(C=C1)S(=O)(=O)C)N (N-(1-benzylpiperidin-4-yl)-2-amino-4-methylsulphonylaniline), C1(=CC=C(C=C1)S(=O)(=O)O)C (4-toluenesulphonic acid). Solvent: COC(OC)OC (trimethylorthoformate). Product: C(C1=CC=CC=C1)N1CCC(CC1)N1C=NC2=C1C=CC(=C2)S(=O)(=O)C (1-(1-benzylpiperidin-4-yl)-5-methylsulphonyl-1H-benzimidazole). Yield: 629.2%. Reaction SMILES: [CH2:1]([N:8]1[CH2:13][CH2:12][CH:11]([NH:14][C:15]2[CH:20]=[CH:19][C:18]([S:21]([CH3:24])(=[O:23])=[O:22])=[CH:17][C:16]=2[NH2:25])[CH2:10][CH2:9]1)[C:2]1[CH:7]=[CH:6][CH:5]=[CH:4][CH:3]=1.[C:26]1(C)C=CC(S(O)(=O)=O)=CC=1>COC(OC)OC>[CH2:1]([N:8]1[CH2:9][CH2:10][CH:11]([N:14]2[C:15]3[CH:20]=[CH:19][C:18]([S:21]([CH3:24])(=[O:23])=[O:22])=[CH:17][C:16]=3[N:25]=[CH:26]2)[CH2:12][CH2:13]1)[C:2]1[CH:7]=[CH:6][CH:5]=[CH:4][CH:3]=1. Reported procedure: The crude material from step 2 (130 g) was stirred in 300 mL trimethylorthoformate containing 4-toluenesulphonic acid (8 g) at 90° C. for one hour, and collecting the methanol distillate. The reaction was cooled and filtered to give 108 g 1-(1-benzylpiperidin-4-yl)-5-methylsulphonyl-1H-benzimidazole as a brown solid.